This data is from the Open Reaction Database (ORD), a public repository of structured organic reaction records. The task is: describe an organic reaction: reactants, conditions, products, and yield Starting materials: C(C)(C)(C)C=1C(=C(C=O)C=CC1)O (3-tert-butyl-2-hydroxybenzaldehyde), C(C=C)#N (acrylonitrile), N12CCN(CC1)CC2 (1,4-diazabicyclo[2.2.2]octane). Run in [OH-].[Na+] (Sodium hydroxide). The product is C(C)(C)(C)C=1C=CC=C2C=C(COC12)C#N (8-tert-Butyl-2H-chromene-3-carbonitrile). As a reaction SMILES: [C:1]([C:5]1[C:6]([OH:13])=[C:7]([CH:10]=[CH:11][CH:12]=1)[CH:8]=O)([CH3:4])([CH3:3])[CH3:2].[C:14](#[N:17])[CH:15]=[CH2:16].N12CCN(CC1)CC2>[OH-].[Na+]>[C:1]([C:5]1[CH:12]=[CH:11][CH:10]=[C:7]2[C:6]=1[O:13][CH2:16][C:15]([C:14]#[N:17])=[CH:8]2)([CH3:4])([CH3:3])[CH3:2] |f:3.4|. Procedure: 3-tert-butyl-2-hydroxybenzaldehyde (Aldrich, 4.0 mL, 23.4 mmol), acrylonitrile (7.7 mL, 117 mmol), and 1,4-diazabicyclo[2.2.2]octane (0.66 g, 5.8 mmol) were heated in a microwave Personal Chemistry at 95° C. for 5 hours. Sodium hydroxide (1N, 200 mL) was added and the mixture was extracted twice with ethyl acetate (200 mL). The combined organic layers were washed with brine, dried over anhydrous sodium sulfate, filtered, and concentrate under reduced pressure. The residue was chromatographed on ... The reactants are CNC(=O)c1ccc(C(=O)O)cn1, Nc1cnc(OCC(F)(F)F)c(-c2ccc(Cl)cc2)c1. Yields the product CNC(=O)c1ccc(C(=O)Nc2cnc(OCC(F)(F)F)c(-c3ccc(Cl)cc3)c2)cn1. As a reaction SMILES: [CH3:21][NH:22][C:23](=[O:24])[c:25]1[cH:26][cH:27][c:28]([C:31](=[O:32])[OH:33])[cH:29][n:30]1.[Cl:1][c:2]1[cH:3][cH:4][c:5](-[c:8]2[cH:9][c:10]([NH2:20])[cH:11][n:12][c:13]2[O:14][CH2:15][C:16]([F:17])([F:18])[F:19])[cH:6][cH:7]1>>[Cl:1][c:2]1[cH:3][cH:4][c:5](-[c:8]2[cH:9][c:10]([NH:20][C:31]([c:28]3[cH:27][cH:26][c:25]([C:23]([NH:22][CH3:21])=[O:24])[n:30][cH:29]3)=[O:32])[cH:11][n:12][c:13]2[O:14][CH2:15][C:16]([F:17])([F:18])[F:19])[cH:6][cH:7]1. Starting materials: C(C)(=O)C1=C(C(=C(OCCCCN2N=C(N=N2)CCCC(=O)OCC)C=C1)CCC)O (Ethyl 2-[4-(4-acetyl-3-hydroxy-2-(n-propyl) phenoxy)butyl]-2H-tetrazole-5-butanoate), [OH-].[K+] (potassium hydroxide). Solvent: C(C)O (ethanol). Conditions: temperature 50 celsius. Yields the product C(C)(=O)C1=C(C(=C(OCCCCN2N=C(N=N2)CCCC(=O)O)C=C1)CCC)O (2-[4-(4-Acetyl-3-hydroxy-2-(n-propyl)phenoxy)-butyl]-2H-tetrazole-5-butanoic acid). RXN SMILES: [C:1]([C:4]1[CH:27]=[CH:26][C:7]([O:8][CH2:9][CH2:10][CH2:11][CH2:12][N:13]2[N:17]=[N:16][C:15]([CH2:18][CH2:19][CH2:20][C:21]([O:23]CC)=[O:22])=[N:14]2)=[C:6]([CH2:28][CH2:29][CH3:30])[C:5]=1[OH:31])(=[O:3])[CH3:2].[OH-].[K+]>C(O)C>[C:1]([C:4]1[CH:27]=[CH:26][C:7]([O:8][CH2:9][CH2:10][CH2:11][CH2:12][N:13]2[N:17]=[N:16][C:15]([CH2:18][CH2:19][CH2:20][C:21]([OH:23])=[O:22])=[N:14]2)=[C:6]([CH2:28][CH2:29][CH3:30])[C:5]=1[OH:31])(=[O:3])[CH3:2] |f:1.2|. Procedure details: Ethyl 2-[4-(4-acetyl-3-hydroxy-2-(n-propyl) phenoxy)butyl]-2H-tetrazole-5-butanoate (2.4 g) was combined with 5N potassium hydroxide solution (20 ml) in absolute ethanol (20 ml). The mixture was heated to 50° C. for 0.5 hours then cooled to room temperature. The cooled mixture was partitioned between ethyl acetate and water. The organic phase was separated, dried over magnesium sulfate, filtered, and concentrated in vacuo. The concentrate was chromatographed by preparatory-scale HPLC (silica col... Reactants: 20, CC(=O)OCCOCCOCCOC(=O)C (TDAC), C=CC1=CC=CC=C1 (styrene), CC(=O)OCCOCCOCCOC(=O)C (TDAC). The product is CC(=O)OCCOCCOCCOC(=O)C.C=CC1=CC=CC=C1 (TDAC styrene). RXN SMILES: [CH3:1][C:2]([O:4][CH2:5][CH2:6][O:7][CH2:8][CH2:9][O:10][CH2:11][CH2:12][O:13][C:14]([CH3:16])=[O:15])=[O:3].[CH2:17]=[CH:18][C:19]1[CH:24]=[CH:23][CH:22]=[CH:21][CH:20]=1>>[CH3:16][C:14]([O:13][CH2:12][CH2:11][O:10][CH2:9][CH2:8][O:7][CH2:6][CH2:5][O:4][C:2]([CH3:1])=[O:3])=[O:15].[CH2:17]=[CH:18][C:19]1[CH:24]=[CH:23][CH:22]=[CH:21][CH:20]=1 |f:2.3|. Procedure details: The procedure of Example 2 was repeated except that a mixture of 20 parts by weight of TDAC and 10 parts by weight of styrene was used in place of 30 parts by weight of TDAC to obtain a TDAC/styrene-grafted ethylene/propylene random copolymer. Reactants: BrC=1C=C(C=CC1)CC(C)(C)NC(CCl)=O (N-[2-(3-bromophenyl)-1,1-dimethylethyl]-2-chloroacetamide), NC(=S)N (thiourea), C(C)(=O)O (acetic acid). Run in C(C)O (ethanol). Product: BrC=1C=C(C=CC1)CC(C)(C)N (2-(3-Bromophenyl)-1,1-dimethylethylamine). The yield is 96.0%. Reaction SMILES: [Br:1][C:2]1[CH:3]=[C:4]([CH2:8][C:9]([NH:12]C(=O)CCl)([CH3:11])[CH3:10])[CH:5]=[CH:6][CH:7]=1.NC(N)=S.C(O)(=O)C>C(O)C>[Br:1][C:2]1[CH:3]=[C:4]([CH2:8][C:9]([NH2:12])([CH3:10])[CH3:11])[CH:5]=[CH:6][CH:7]=1. Procedure: A solution of N-[2-(3-bromophenyl)-1,1-dimethylethyl]-2-chloroacetamide (Preparation 17) (32.0 g, 105 mmol), thiourea (9.60 g, 126 mmol) and acetic acid (50 mL) in ethanol (250 mL) was heated to reflux overnight. The reaction mixture was cooled to room temperature and filtered, the filtrate was concentrated in vacuo and basified using aqueous sodium hydroxide solution (1M, 450 mL). The product was extracted with dichloromethane (2×500 mL) and the combined organics washed with brine (50 mL), drie... Reactants: FC1=C(C=O)C=CC=C1F (2,3-difluorobenzaldehyde), COC(C)(C)OC (2,2-dimethoxypropane). Product: COC(C1=C(C(=CC=C1)F)F)OC (2,3-Difluorobenzaldehyde dimethylacetal). RXN SMILES: [F:1][C:2]1[C:9]([F:10])=C[CH:7]=[CH:6][C:3]=1C=O.[CH3:11][O:12][C:13]([O:16][CH3:17])(C)[CH3:14]>>[CH3:11][O:12][CH:13]([O:16][CH3:17])[C:14]1[CH:7]=[CH:6][CH:3]=[C:2]([F:1])[C:9]=1[F:10]. Procedure: The title compound b.p. 58°-62° C. (1 mm Hg) was prepared from 2,3-difluorobenzaldehyde and 2,2-dimethoxypropane by an analogous procedure to that described in Example X19. Starting materials: [Cl-].[NH4+] (ammonium chloride), C(C)OC(=O)C=1NC2=CC=C(C=C2C1NC1=CC=NC=C1)F (5-fluoro-3-(4-pyridinylamino)-1H-indole-2-carboxylic ethyl ester), CC(C)([O-])C.[K+] (potassium tert-butoxide), O1CCCC1 (tetrahydrofuran). Solvent: C(C)(=O)OCC (ethyl acetate), CN(C=O)C (dimethylformamide). Conditions: temperature 0 celsius, time 1 hour. Product: C(C)OC(=O)C=1N(C2=CC=C(C=C2C1NC1=CC=NC=C1)F)C (5-Fluoro-1-Methyl-3-(4-pyridinylamino)-1H-indole-2-carboxylic ethyl ester). Isolated yield 30.0%. RXN SMILES: [CH2:1]([O:3][C:4]([C:6]1[NH:7][C:8]2[C:13]([C:14]=1[NH:15][C:16]1[CH:21]=[CH:20][N:19]=[CH:18][CH:17]=1)=[CH:12][C:11]([F:22])=[CH:10][CH:9]=2)=[O:5])[CH3:2].[CH3:23]C(C)([O-])C.[K+].O1CCCC1.[Cl-].[NH4+]>CN(C)C=O.C(OCC)(=O)C>[CH2:1]([O:3][C:4]([C:6]1[N:7]([CH3:23])[C:8]2[C:13]([C:14]=1[NH:15][C:16]1[CH:21]=[CH:20][N:19]=[CH:18][CH:17]=1)=[CH:12][C:11]([F:22])=[CH:10][CH:9]=2)=[O:5])[CH3:2] |f:1.2,4.5|. Reported procedure: Stir at 0° C., a solution of 5-fluoro-3-(4-pyridinylamino)-1H-indole-2-carboxylic ethyl ester (0.195 mg, 0.65 mmol) in dimethylformamide (3.0 mL) and add a solution of 1M potassium tert-butoxide in tetrahydrofuran (0.8 mL, 0.8 mmol). Stir for 0.5 to 1 h at 0° C. and add lodomethane (0.05 mL, 0.78 mmol). After 1 h, add saturated aqueous ammonium chloride solution (5 mL) and ethyl acetate (10 mL). Separate the layers and reextract with ethyl acetate. Combine the organic layers and wash with water ... The reactants are C1(=CC=CC=C1)N1C(=C(C2=CC=CC=C12)C=O)Cl (1-Phenyl-2-chloroindole-3-carbaldehyde), CO3, SCC(=O)OC (methyl 2-mercaptoacetate). Yields the product C1(=CC=CC=C1)N1C2=C(C3=CC=CC=C13)C=C(S2)C(=O)OC (Methyl 8-phenylthieno[2,3-b]indole-2-carboxylate). Isolated yield 79.6%. RXN SMILES: [C:1]1([N:7]2[C:15]3[C:10](=[CH:11][CH:12]=[CH:13][CH:14]=3)[C:9]([CH:16]=O)=[C:8]2Cl)[CH:6]=[CH:5][CH:4]=[CH:3][CH:2]=1.[SH:19][CH2:20][C:21]([O:23][CH3:24])=[O:22]>>[C:1]1([N:7]2[C:15]3[C:10](=[CH:11][CH:12]=[CH:13][CH:14]=3)[C:9]3[CH:16]=[C:20]([C:21]([O:23][CH3:24])=[O:22])[S:19][C:8]2=3)[CH:2]=[CH:3][CH:4]=[CH:5][CH:6]=1. Procedure: Prepared from 1-Phenyl-2-chloroindole-3-carbaldehyde (0.90 g), K2 CO3 (1.38 g) and methyl 2-mercaptoacetate (0.55 ml) yielding (51) 0.86 g (79.6%). M.p. 147°-149° C. The reactants are O=C1CCC(=O)N1Br, O=C1COc2cccnc2N1, CN(C)C=O, O. Yields the product O=C1COc2cc(Br)cnc2N1. RXN SMILES: [O:12]=[C:13]1[N:14]([Br:19])[C:15](=[O:16])[CH2:17][CH2:18]1.[O:1]1[c:2]2[c:3]([n:8][cH:9][cH:10][cH:11]2)[NH:4][C:5](=[O:7])[CH2:6]1.[O:21]=[CH:22][N:23]([CH3:24])[CH3:25].[OH2:20]>>[O:1]1[c:2]2[c:3]([n:8][cH:9][c:10]([Br:19])[cH:11]2)[NH:4][C:5](=[O:7])[CH2:6]1.